From a dataset of the Open Reaction Database (ORD), a public repository of structured organic reaction records. describe an organic reaction: reactants, conditions, products, and yield The reactants are Fc1cc(Br)cc(OC(F)(F)C(F)F)c1, C1CCOC1, [Li]CCCC, CCOCC, COc1cc(C#N)ccc1F. The product is COc1cc(C(=O)c2cc(F)cc(OC(F)(F)C(F)F)c2)ccc1F. Reaction SMILES: [Br:1][c:2]1[cH:3][c:4]([F:15])[cH:5][c:6]([O:8][C:9]([CH:10]([F:11])[F:12])([F:13])[F:14])[cH:7]1.[CH2:37]1[O:38][CH2:39][CH2:40][CH2:41]1.[CH3:16][CH2:17][CH2:18][CH2:19][Li:20].[CH3:32][CH2:33][O:34][CH2:35][CH3:36].[F:21][c:22]1[c:23]([O:30][CH3:31])[cH:24][c:25]([C:26]#[N:27])[cH:28][cH:29]1>>[c:2]1([C:26]([c:25]2[cH:24][c:23]([O:30][CH3:31])[c:22]([F:21])[cH:29][cH:28]2)=[O:34])[cH:3][c:4]([F:15])[cH:5][c:6]([O:8][C:9]([CH:10]([F:11])[F:12])([F:13])[F:14])[cH:7]1. Reactants: F[B-](F)(F)F, CC(C)Oc1ccc(C#N)cc1C(=O)O, CCN(C(C)C)C(C)C, C1CCOC1, FC(F)(F)c1ccc(N2CCNCC2)cc1, CN(C)C(On1nnc2ccccc21)=[N+](C)C. The product is CC(C)Oc1ccc(C#N)cc1C(=O)N1CCN(c2ccc(C(F)(F)F)cc2)CC1. As a reaction SMILES: [B-:16]([F:17])([F:18])([F:19])[F:20].[C:1](#[N:2])[c:3]1[cH:4][cH:5][c:6]([O:12][CH:13]([CH3:14])[CH3:15])[c:7]([C:8](=[O:9])[OH:10])[cH:11]1.[CH2:38]([N:39]([CH:40]([CH3:41])[CH3:42])[CH:43]([CH3:44])[CH3:45])[CH3:46].[CH2:63]1[O:64][CH2:65][CH2:66][CH2:67]1.[F:47][C:48]([c:49]1[cH:50][cH:51][c:52]([N:55]2[CH2:56][CH2:57][NH:58][CH2:59][CH2:60]2)[cH:53][cH:54]1)([F:61])[F:62].[n:21]1([O:22][C:23]([N:24]([CH3:25])[CH3:26])=[N+:27]([CH3:28])[CH3:29])[c:30]2[cH:31][cH:32][cH:33][cH:34][c:35]2[n:36][n:37]1>>[C:1](#[N:2])[c:3]1[cH:4][cH:5][c:6]([O:12][CH:13]([CH3:14])[CH3:15])[c:7]([C:8](=[O:10])[N:58]2[CH2:57][CH2:56][N:55]([c:52]3[cH:51][cH:50][c:49]([C:48]([F:47])([F:61])[F:62])[cH:54][cH:53]3)[CH2:60][CH2:59]2)[cH:11]1. The reactants are NC1=NC(=NC2=CC(=C(C=C12)OC)OC)N1C[C@H](NCC1)C(NC(C)(C)C)=O (4-Amino-6,7-dimethoxy-2-[(3S)-3-(t-butylcarbamoyl)-1-piperazinyl]quinazoline), C(C)(C)N(CC)C(C)C (diisopropylethylamine), O1C(=CC=C1)C(=O)Cl (2-furoyl chloride). Solvent: ClCCl (dichloromethane), ClCCl (dichloromethane). Run at time 10 hour. The product is NC1=NC(=NC2=CC(=C(C=C12)OC)OC)N1C[C@H](N(CC1)C(=O)C=1OC=CC1)C(NC(C)(C)C)=O (4-Amino-6,7-dimethoxy-2-[(3S)-3-(t-butylcarbamoyl)-4-(2-furoyl)-1-piperazinyl]-quinazoline). The yield is 68.0%. RXN SMILES: [NH2:1][C:2]1[C:11]2[C:6](=[CH:7][C:8]([O:14][CH3:15])=[C:9]([O:12][CH3:13])[CH:10]=2)[N:5]=[C:4]([N:16]2[CH2:21][CH2:20][NH:19][C@H:18]([C:22](=[O:28])[NH:23][C:24]([CH3:27])([CH3:26])[CH3:25])[CH2:17]2)[N:3]=1.C(N(C(C)C)CC)(C)C.[O:38]1[CH:42]=[CH:41][CH:40]=[C:39]1[C:43](Cl)=[O:44]>ClCCl>[NH2:1][C:2]1[C:11]2[C:6](=[CH:7][C:8]([O:14][CH3:15])=[C:9]([O:12][CH3:13])[CH:10]=2)[N:5]=[C:4]([N:16]2[CH2:21][CH2:20][N:19]([C:43]([C:39]3[O:38][CH:42]=[CH:41][CH:40]=3)=[O:44])[C@H:18]([C:22](=[O:28])[NH:23][C:24]([CH3:25])([CH3:27])[CH3:26])[CH2:17]2)[N:3]=1. Reported procedure: A mixture of 0.243 g of the above intermediate 3A, 0.17 ml of diisopropylethylamine, 0.08 ml of 2-furoyl chloride in 10 ml of dichloromethane was stirred at room temperature for 10 hours. The solution was diluted with dichloromethane (10 ml), washed with water (4×10 ml), 2N NaOH (4×10 ml), water (4×10 ml), dried (Na2SO4) and evaporated to dryness. The residue was purified by flash chromatography eluting with petroleum ether:ethyl acetate 100:2 to give 0.2 g (68%) of the title compound as an ivor... Starting materials: CCCCCC, COC(=O)c1ccc(CCCCO)s1, CCOC(C)=O, CC(C)=O, O, O=S(=O)(O)O. Product: COC(=O)c1ccc(CCCC(=O)O)s1. Reaction SMILES: [CH3:15][CH2:16][CH2:17][CH2:18][CH2:19][CH3:20].[CH3:1][O:2][C:3](=[O:4])[c:5]1[s:6][c:7]([CH2:10][CH2:11][CH2:12][CH2:13][OH:14])[cH:8][cH:9]1.[CH3:21][CH2:22][O:23][C:24]([CH3:25])=[O:26].[CH3:27][C:28](=[O:29])[CH3:30].[OH2:36].[S:31](=[O:32])(=[O:33])([OH:34])[OH:35]>>[CH3:1][O:2][C:3](=[O:4])[c:5]1[s:6][c:7]([CH2:10][CH2:11][CH2:12][C:13](=[O:14])[OH:23])[cH:8][cH:9]1. Reactants: [OH-].[K+] (potassium hydroxide), Cl (hydrochloric acid), ClC1=NC=2N(C(=C1C1=C(C=C(C=C1)C#N)Cl)N[C@H](C)C(C)C)N=CC2C(=O)OC (methyl 5-chloro-6-(2-chloro-4-cyanophenyl)-7-[(R)-3-methyl-2-butylamino]pyrazolo[1,5-a]pyrimidine-3-carboxylate), O (water). Solvent: aqueous solution, O1CCOCC1 (dioxane). Conditions: time 12 hour. The product is ClC1=NC=2N(C(=C1C1=C(C=C(C=C1)C#N)Cl)N[C@H](C)C(C)C)N=CC2C(=O)O (5-chloro-6-(2-chloro-4-cyanophenyl)-7-[(R)-3-methyl-2-butyl-amino]pyrazolo[1,5-a]pyrimidine-3-carboxylic acid). As a reaction SMILES: [Cl:1][C:2]1[C:7]([C:8]2[CH:13]=[CH:12][C:11]([C:14]#[N:15])=[CH:10][C:9]=2[Cl:16])=[C:6]([NH:17][C@@H:18]([CH:20]([CH3:22])[CH3:21])[CH3:19])[N:5]2[N:23]=[CH:24][C:25]([C:26]([O:28]C)=[O:27])=[C:4]2[N:3]=1.[OH-].[K+].O.Cl>O1CCOCC1>[Cl:1][C:2]1[C:7]([C:8]2[CH:13]=[CH:12][C:11]([C:14]#[N:15])=[CH:10][C:9]=2[Cl:16])=[C:6]([NH:17][C@@H:18]([CH:20]([CH3:21])[CH3:22])[CH3:19])[N:5]2[N:23]=[CH:24][C:25]([C:26]([OH:28])=[O:27])=[C:4]2[N:3]=1 |f:1.2|. Procedure details: 0.35 g (0.001 mol) of atropisomer A of methyl 5-chloro-6-(2-chloro-4-cyanophenyl)-7-[(R)-3-methyl-2-butylamino]pyrazolo[1,5-a]pyrimidine-3-carboxylate were dissolved in 4.6 ml of dioxane. 0.37 g (0.009 mol) of potassium hydroxide in 4.6 ml of aqueous solution was added at room temperature, and the reaction mixture was then stirred for 12 hours. The mixture was then poured into water and acidified with hydrochloric acid. 0.15 g of product was filtered off. The product was chromatographed on silic... Starting materials: BrC1=C2C=CC=NC2=C(C=C1)I (5-bromo-8-iodoquinoline), CN(C)C=O (DMF). The reagents and catalysts are [C-]#N.[C-]#N.[Zn+2] (Zn(CN)2), C1=CC=C(C=C1)P([C-]2C=CC=C2)C3=CC=CC=C3.C1=CC=C(C=C1)P([C-]2C=CC=C2)C3=CC=CC=C3.[Fe+2] (dppf), C=1C=CC(=CC1)/C=C/C(=O)/C=C/C2=CC=CC=C2.C=1C=CC(=CC1)/C=C/C(=O)/C=C/C2=CC=CC=C2.C=1C=CC(=CC1)/C=C/C(=O)/C=C/C2=CC=CC=C2.[Pd].[Pd] (Pd2(dba)3). The solvent is O (water). Conditions: temperature 95 celsius. Yields the product BrC1=C2C=CC=NC2=C(C=C1)C#N (5-bromoquinoline-8-carbonitrile). RXN SMILES: [Br:1][C:2]1[CH:11]=[CH:10][C:9](I)=[C:8]2[C:3]=1[CH:4]=[CH:5][CH:6]=[N:7]2.[CH3:13][N:14](C=O)C>O.[C-]#N.[C-]#N.[Zn+2].C1C=CC(P(C2C=CC=CC=2)[C-]2C=CC=C2)=CC=1.C1C=CC(P(C2C=CC=CC=2)[C-]2C=CC=C2)=CC=1.[Fe+2].C1C=CC(/C=C/C(/C=C/C2C=CC=CC=2)=O)=CC=1.C1C=CC(/C=C/C(/C=C/C2C=CC=CC=2)=O)=CC=1.C1C=CC(/C=C/C(/C=C/C2C=CC=CC=2)=O)=CC=1.[Pd].[Pd]>[Br:1][C:2]1[CH:11]=[CH:10][C:9]([C:13]#[N:14])=[C:8]2[C:3]=1[CH:4]=[CH:5][CH:6]=[N:7]2 |f:3.4.5,6.7.8,9.10.11.12.13|. Procedure details: A mixture of 5-bromo-8-iodoquinoline (0.52 g, 1.55 mmol), Zn(CN)2 (218 mg, 1.86 mmol), and dppf (103 mg, 0.186 mmol) in DMF (2.5 mL) was purged with N2 (gas) for 5 minutes. Pd2(dba)3 (85 mg, 0.093 mmol) was added and the resulting mixture was heated at 95° C. for 5 h. After completion of the reaction, it was cooled to r.t., diluted with water, and the aqueous solution was extracted with ethyl acetate (3×50 mL). The combined organic layer was washed with brine, dried over Na2SO4 and concentrated ... Starting materials: BrC1=CC=C(C=C1)CC(=O)O (4-Bromophenylacetic acid), 7-c, C1(=CC=C(C=C1)S(=O)(=O)O)C (p-toluenesulphonic acid). Run in C(C)O (ethanol), C(C)O (ethanol). Conditions: time 8 hour. Yields the product BrC1=CC=C(C=C1)CC(=O)OCC (Ethyl 2-(4-bromophenyl)acetate). Yield: 74.0%. RXN SMILES: [Br:1][C:2]1[CH:7]=[CH:6][C:5]([CH2:8][C:9]([OH:11])=[O:10])=[CH:4][CH:3]=1.[C:12]1(C)C=CC(S(O)(=O)=O)=C[CH:13]=1>C(O)C>[Br:1][C:2]1[CH:3]=[CH:4][C:5]([CH2:8][C:9]([O:11][CH2:12][CH3:13])=[O:10])=[CH:6][CH:7]=1. Procedure details: 4-Bromophenylacetic acid, 7-c, (30 g, 0.14 mol) was dissolved in ethanol (150 mL) at reflux along with p-toluenesulphonic acid (2.4 g, 0.014 mol). The reaction mixture was then stirred overnight. The ethanol was the removed in vacuo and the residue was taken up in EA. Combined organic layers were washed with water and the aqueous layer was re-extracted with EA. Combined organic layers were then dried over Na2SO4 and concentrated to afford the titled compound, 12-a, (25 g, 74%). 1H NMR (300 MHz, ... Reactants: ClC1=CC(=CC=C1)C(=O)OO (m-chloroperbenzoic acid), CN1C(C2=C(N(C3=C1C=CC=C3)C(CN3CCN(CC3)C)=O)N=C(N=C2)C2=CC=CC=C2)=O (6-methyl-11-[(4-methyl-1-piperazinyl)acetyl]-2-phenyl-5,6-dihydropyrimido[4,5-b][1,5]benzodiazepin-5-one). The solvent is CO (methanol), CO (methanol). Conditions: temperature 20 celsius, time 3 hour. Yields the product CN1C(C=2C(N(C3=C1C=CC=C3)C(CN3CCN(CC3)C)=O)=[N+](C(=NC2)C2=CC=CC=C2)[O-])=O (6-Methyl-11-[(4-methyl-1-piperazinyl)acetyl]-2-phenyl-5,6-dihydropyrimido[4,5-b][1,5]benzodiazepin-5-one-N-oxide). RXN SMILES: ClC1C=CC=C(C(OO)=[O:9])C=1.[CH3:12][N:13]1[C:19]2[CH:20]=[CH:21][CH:22]=[CH:23][C:18]=2[N:17]([C:24](=[O:33])[CH2:25][N:26]2[CH2:31][CH2:30][N:29]([CH3:32])[CH2:28][CH2:27]2)[C:16]2[N:34]=[C:35]([C:38]3[CH:43]=[CH:42][CH:41]=[CH:40][CH:39]=3)[N:36]=[CH:37][C:15]=2[C:14]1=[O:44]>CO>[CH3:12][N:13]1[C:19]2[CH:20]=[CH:21][CH:22]=[CH:23][C:18]=2[N:17]([C:24](=[O:33])[CH2:25][N:26]2[CH2:31][CH2:30][N:29]([CH3:32])[CH2:28][CH2:27]2)[C:16]2=[N+:34]([O-:9])[C:35]([C:38]3[CH:39]=[CH:40][CH:41]=[CH:42][CH:43]=3)=[N:36][CH:37]=[C:15]2[C:14]1=[O:44]. Procedure details: A solution of 0.7 g (3.4 mmol) of m-chloroperbenzoic acid (85 percent) in 10 ml of methanol is slowly added at room temperature to a suspension of 1 g (2,3 mmol) of 6-methyl-11-[(4-methyl-1-piperazinyl)acetyl]-2-phenyl-5,6-dihydropyrimido[4,5-b][1,5]benzodiazepin-5-one in 40 ml of methanol. After stirring for 3 hours at 20° C. and filtering, the filtrate is concentrated in vacuo and the residue is purified by chromatography on neutral silica gel using 20:1 chloroform/methanol as the eluant. Yiel... Starting materials: NCCNC(C1=C(C=C(C=C1)C1=NN(C(C=C1)=O)CCOC1=CC=NC2=CC(=CC=C12)OC)Cl)=O (N-(2-aminoethyl)-2-chloro-4-(1-(2-(7-methoxyquinolin-4-yloxy)ethyl)-6-oxo-1,6-dihydropyridazin-3-yl)benzamide), Cl[Si](C)(C)C (chlorotrimethylsilane), [I-].[Na+] (sodium iodide), TEA. Run in C(Cl)Cl (DCM). Reaction conditions: temperature 40 celsius, time 3 hour. Product: ClC=1C=C(C=CC1C=1NCCN1)C=1C=CC(N(N1)CCOC1=CC=NC2=CC(=CC=C12)OC)=O (6-(3-Chloro-4-(4,5-dihydro-1H-imidazol-2-yl)phenyl)-2-(2-(7-methoxyquinolin-4-yloxy)ethyl)pyridazin-3(2H)-one). RXN SMILES: [NH2:1][CH2:2][CH2:3][NH:4][C:5](=O)[C:6]1[CH:11]=[CH:10][C:9]([C:12]2[CH:17]=[CH:16][C:15](=[O:18])[N:14]([CH2:19][CH2:20][O:21][C:22]3[C:31]4[C:26](=[CH:27][C:28]([O:32][CH3:33])=[CH:29][CH:30]=4)[N:25]=[CH:24][CH:23]=3)[N:13]=2)=[CH:8][C:7]=1[Cl:34].Cl[Si](C)(C)C.[I-].[Na+]>C(Cl)Cl>[Cl:34][C:7]1[CH:8]=[C:9]([C:12]2[CH:17]=[CH:16][C:15](=[O:18])[N:14]([CH2:19][CH2:20][O:21][C:22]3[C:31]4[C:26](=[CH:27][C:28]([O:32][CH3:33])=[CH:29][CH:30]=4)[N:25]=[CH:24][CH:23]=3)[N:13]=2)[CH:10]=[CH:11][C:6]=1[C:5]1[NH:4][CH2:3][CH2:2][N:1]=1 |f:2.3|. Procedure: A suspension of N-(2-aminoethyl)-2-chloro-4-(1-(2-(7-methoxyquinolin-4-yloxy)ethyl)-6-oxo-1,6-dihydropyridazin-3-yl)benzamide (50 mg, 101 μmol), chlorotrimethylsilane (39 μl, 304 μmol), sodium iodide (46 mg, 304 μmol), and TEA (42 μL, 304 μmol) in DCM (2 mL) was stirred for 3 hours at 40° C. in an appropriately sealed vial. The reaction was then partitioned between DCM (5 mL) and 1 M NaOH (2 mL). The organic layer was then separated and dried over MgSO4, concentrated onto dry silica (2 g) then p...